From a dataset of the Open Reaction Database (ORD), a public repository of structured organic reaction records. describe an organic reaction: reactants, conditions, products, and yield Reactants: C(C1=CC=CC=C1)N1N=C(CCC1=O)C1=CC=CC=C1 (2-benzyl-6-phenyl-4,5-dihydro-3(2H)-pyridazinone), Cl.CNC (dimethylamine hydrochloride), C(C)O (ethanol). Yields the product C(C1=CC=CC=C1)N1N=C(CC(C1=O)CN(C)C)C1=CC=CC=C1 (2-benzyl-4-(dimethylaminomethyl)-6-phenyl-4,5-dihydro3(2H)-pyridazinone). Reaction SMILES: [CH2:1]([N:8]1[C:13](=[O:14])[CH2:12][CH2:11][C:10]([C:15]2[CH:20]=[CH:19][CH:18]=[CH:17][CH:16]=2)=[N:9]1)[C:2]1[CH:7]=[CH:6][CH:5]=[CH:4][CH:3]=1.Cl.[CH3:22][NH:23][CH3:24].[CH2:25](O)C>>[CH2:1]([N:8]1[C:13](=[O:14])[CH:12]([CH2:22][N:23]([CH3:25])[CH3:24])[CH2:11][C:10]([C:15]2[CH:20]=[CH:19][CH:18]=[CH:17][CH:16]=2)=[N:9]1)[C:2]1[CH:3]=[CH:4][CH:5]=[CH:6][CH:7]=1 |f:1.2|. Reported procedure: A mixture of 2-benzyl-6-phenyl-4,5-dihydro-3(2H)-pyridazinone (23.9 g) paraformaldehyde (5.0 g), and dimethylamine hydrochloride (8.0 g) in 200 ml of ethanol is heated under reflux for 4 hours. The ethanol is removed by distillation on the rotary evaporator and the residue is rendered basic with ammonium hydroxide solution. This is extracted with dichloromethane. The dichloromethane is concentrated on the rotary evaporator and the residue is chromatographed on silica gel with 2% methanol/chlorof... The reactants are CCc1cccc(CC)c1C(=O)O, NC1CCCC1N1CCCC1. Product: CCc1cccc(CC)c1C(=O)NC1CCCC1N1CCCC1. Reaction SMILES: [CH2:12]([CH3:13])[c:14]1[c:15]([C:16](=[O:17])[OH:18])[c:19]([CH2:23][CH3:24])[cH:20][cH:21][cH:22]1.[N:1]1([CH:6]2[CH:7]([NH2:11])[CH2:8][CH2:9][CH2:10]2)[CH2:2][CH2:3][CH2:4][CH2:5]1>>[N:1]1([CH:6]2[CH:7]([NH:11][C:16]([c:15]3[c:14]([CH2:12][CH3:13])[cH:22][cH:21][cH:20][c:19]3[CH2:23][CH3:24])=[O:17])[CH2:8][CH2:9][CH2:10]2)[CH2:2][CH2:3][CH2:4][CH2:5]1.